Task: describe an organic reaction: reactants, conditions, products, and yield. Dataset: the Open Reaction Database (ORD), a public repository of structured organic reaction records Reactants: CC(=O)O, COC(=O)C1(CN2CCC(CNC(=O)n3c(=O)n(C(C)C)c4ccccc43)CC2)CCCC1. Product: CC(C)n1c(=O)n(C(=O)NCC2CCN(CC3(C(=O)O)CCCC3)CC2)c2ccccc21. As a reaction SMILES: [CH3:34][C:35](=[O:36])[OH:37].[CH:1]([CH3:2])([CH3:3])[n:4]1[c:5](=[O:33])[n:6]([C:13](=[O:14])[NH:15][CH2:16][CH:17]2[CH2:18][CH2:19][N:20]([CH2:23][C:24]3([C:29](=[O:30])[O:31][CH3:32])[CH2:25][CH2:26][CH2:27][CH2:28]3)[CH2:21][CH2:22]2)[c:7]2[c:8]1[cH:9][cH:10][cH:11][cH:12]2>>[CH:1]([CH3:2])([CH3:3])[n:4]1[c:5](=[O:33])[n:6]([C:13](=[O:14])[NH:15][CH2:16][CH:17]2[CH2:18][CH2:19][N:20]([CH2:23][C:24]3([C:29](=[O:30])[OH:31])[CH2:25][CH2:26][CH2:27][CH2:28]3)[CH2:21][CH2:22]2)[c:7]2[c:8]1[cH:9][cH:10][cH:11][cH:12]2. Reactants: BrC1=C(C(=C(C2=CC=CC=C12)C1=CC=C(C=C1)Cl)C(C(=O)OCC)OC(C)(C)C)C (ethyl 2-(4-bromo-1-(4-chlorophenyl)-3-methylnaphthalen-2-yl)-2-tert-butoxyacetate), C(=O)([O-])[O-].[K+].[K+] (K2CO3), C(=C)[B-](F)(F)F.[K+] (potassium vinyltrifluoroborate), C1(=CC=CC=C1)C (PhMe). The reagents and catalysts are C1=CC=C(C=C1)P([C-]2C=CC=C2)C3=CC=CC=C3.C1=CC=C(C=C1)P([C-]2C=CC=C2)C3=CC=CC=C3.Cl[Pd]Cl.[Fe+2] (PdCl2(dppf)). Solvent: O (H2O), CCO (EtOH), O (H2O). Reaction conditions: temperature 23 celsius. Yields the product C(C)(C)(C)OC(C(=O)OCC)C1=C(C2=CC=CC=C2C(=C1C)C=O)C1=CC=C(C=C1)Cl (ethyl 2-tert-butoxy-2-(1-(4-chlorophenyl)-4-formyl-3-methylnaphthalen-2-yl)acetate). The yield is 50.6%. Reaction SMILES: Br[C:2]1[C:11]2[C:6](=[CH:7][CH:8]=[CH:9][CH:10]=2)[C:5]([C:12]2[CH:17]=[CH:16][C:15]([Cl:18])=[CH:14][CH:13]=2)=[C:4]([CH:19]([O:25][C:26]([CH3:29])([CH3:28])[CH3:27])[C:20]([O:22][CH2:23][CH3:24])=[O:21])[C:3]=1[CH3:30].[C:31]([O-])([O-])=[O:32].[K+].[K+].C([B-](F)(F)F)=C.[K+].C1(C)C=CC=CC=1>O.CCO.C1C=CC(P(C2C=CC=CC=2)[C-]2C=CC=C2)=CC=1.C1C=CC(P(C2C=CC=CC=2)[C-]2C=CC=C2)=CC=1.Cl[Pd]Cl.[Fe+2]>[C:26]([O:25][CH:19]([C:4]1[C:3]([CH3:30])=[C:2]([CH:31]=[O:32])[C:11]2[C:6](=[CH:7][CH:8]=[CH:9][CH:10]=2)[C:5]=1[C:12]1[CH:17]=[CH:16][C:15]([Cl:18])=[CH:14][CH:13]=1)[C:20]([O:22][CH2:23][CH3:24])=[O:21])([CH3:29])([CH3:28])[CH3:27] |f:1.2.3,4.5,9.10.11.12|. Reported procedure: A solution of ethyl 2-(4-bromo-1-(4-chlorophenyl)-3-methylnaphthalen-2-yl)-2-tert-butoxyacetate (75 mg, 0.153 mmol), K2CO3 (317 mg, 2.29 mmol), PdCl2(dppf) (11.2 mg, 15.3 μmol), and potassium vinyltrifluoroborate (103 mg, 0.766 mmol) in H2O (500 μL), EtOH (absolute, 500 μL), and PhMe (1.0 mL) was heated to 100° C. for 4 h in a sealed vessel. The reaction was cooled to 23° C., diluted with H2O (30 mL), and extracted with EtOAc (3×). Combined organic phases were dried (Na2SO4), filtered, concentra...